From a dataset of the Open Reaction Database (ORD), a public repository of structured organic reaction records. describe an organic reaction: reactants, conditions, products, and yield The reactants are NC=1C=C(C#N)C=C(C1Cl)Br (3-amino-5-bromo-4-chlorobenzonitrile), TEA, O(C(=O)OC(C)(C)C)C(=O)OC(C)(C)C (BOC2O). Reagents/catalysts: CN(C)C=1C=CN=CC1 (DMAP). Solvent: C(Cl)Cl (DCM). Reaction conditions: time 16 hour. Yields the product BrC=1C(=C(C=C(C1)C#N)NC(OC(C)(C)C)=O)Cl (tert-butyl 3-bromo-2-chloro-5-cyanophenylcarbamate). The yield is 52.9%. Reaction SMILES: [NH2:1][C:2]1[CH:3]=[C:4]([CH:7]=[C:8]([Br:11])[C:9]=1[Cl:10])[C:5]#[N:6].[O:12](C(OC(C)(C)C)=O)[C:13]([O:15][C:16]([CH3:19])([CH3:18])[CH3:17])=O>C(Cl)Cl.CN(C1C=CN=CC=1)C>[Br:11][C:8]1[C:9]([Cl:10])=[C:2]([NH:1][C:13](=[O:12])[O:15][C:16]([CH3:19])([CH3:18])[CH3:17])[CH:3]=[C:4]([C:5]#[N:6])[CH:7]=1. Procedure: To a solution of 3-amino-5-bromo-4-chlorobenzonitrile (0.88 g, 3.80 mmol) in DCM (25 mL) was added TEA (1.590 mL, 11.41 mmol), BOC2O (1.059 mL, 4.56 mmol) and DMAP (0.464 g, 3.80 mmol). The mixture was stirred at RT for 16 h. The reaction mixture was concentrated, the crude product was purified using ISCO silica gel column (24 g, EtOAc/hexane=0-30%) to give 0.667 g of tert-butyl 3-bromo-2-chloro-5-cyanophenylcarbamate as white solid Starting materials: CO (Methanol), C(C)(C)(C)OC(=O)N([C@@H](C)CO)C1=CC=CC=C1 (N-tert-butoxycarbonyl phenyl alaninol), C1(=CC=CC=C1)P(C1=CC=CC=C1)C1=CC=CC=C1 (triphenylphosphine), BrN1C(CCC1=O)=O (N-bromosuccinimide). Solvent: CN(C)C=O (DMF). Conditions: time 5 minute. Yields the product C1(=CC=CC=C1)P(C1=CC=CC=C1)(C1=CC=CC=C1)=O (triphenylphosphine oxide). Yield: 85.0%. RXN SMILES: C([O:5]C(N(C1C=CC=CC=1)[C@H](CO)C)=O)(C)(C)C.[C:19]1([P:25]([C:32]2[CH:37]=[CH:36][CH:35]=[CH:34][CH:33]=2)[C:26]2[CH:31]=[CH:30][CH:29]=[CH:28][CH:27]=2)[CH:24]=[CH:23][CH:22]=[CH:21][CH:20]=1.BrN1C(=O)CCC1=O.CO>CN(C=O)C>[C:32]1([P:25](=[O:5])([C:19]2[CH:20]=[CH:21][CH:22]=[CH:23][CH:24]=2)[C:26]2[CH:31]=[CH:30][CH:29]=[CH:28][CH:27]=2)[CH:33]=[CH:34][CH:35]=[CH:36][CH:37]=1. Procedure: To a solution of the N-tert-butoxycarbonyl phenyl alaninol (1.42 mmol) and triphenylphosphine (2 equiv) in DMF, N-bromosuccinimide (2 equiv) was slowly added. The reaction was warmed to 50° for 15 min and then cooled to 20°. Methanol (0.5 mL) was added to destroy the excess reagent. After 5 min, ether was added, and the ether layer was washed with water, saturated sodium carbonate, and saturated NaCl and then evaporated to a solid under high vacuum. The product was extracted twice into hexane, l... The reactants are I[C@H]1C[C@H]([C@@H]2C(O[C@H]1C2)=O)C ((1R,2R,4S, 5S)-4-iodo-2-methyl-6-oxabicyclo[3.2.1]octan-7-one), C1=CC=CC=C1 (benzene), [SnH](CCCC)(CCCC)CCCC (n-Bu3SnH), CC(C)(C#N)N=NC(C)(C)C#N (AIBN). Reagents/catalysts: [Ni] (Raney Nickel). Solvent: N1=CC=CC=C1 (pyridine). Product: C[C@H]1[C@@H]2C(O[C@H](CC1)C2)=O ((1R,2R,5R)-2-methyl-6-oxabicyclo[3.2.1]octan-7-one). Reaction SMILES: I[C@@H:2]1[C@@H:8]2[CH2:9][C@@H:5]([C:6](=[O:10])[O:7]2)[C@H:4]([CH3:11])[CH2:3]1.[SnH](CCCC)(CCCC)CCCC.CC(N=NC(C#N)(C)C)(C#N)C.C1C=CC=CC=1>[Ni].N1C=CC=CC=1>[CH3:11][C@@H:4]1[CH2:3][CH2:2][C@@H:8]2[CH2:9][C@H:5]1[C:6](=[O:10])[O:7]2. Procedure details: reacting said (1R,2R,4S,5S)-4-iodo-2-methyl-6-oxabicyclo[3.2.1]octan-7-one (8) with n-Bu3SnH and catalytic AIBN in refluxing benzene, or with Raney Nickel in the presence of pyridine under 50 psi H2, to produce (1R,2R,5R)-2-methyl-6-oxabicyclo[3.2.1]octan-7-one (9), Reactants: ClCCl, CS(=O)(=O)O, COC1=CC(=O)NC1, [Na+], O=C([O-])O, O, OCc1ccccc1. Product: O=C1C=C(OCc2ccccc2)CN1. RXN SMILES: [CH2:27]([Cl:28])[Cl:29].[CH3:17][S:18](=[O:19])(=[O:20])[OH:21].[CH3:1][O:2][C:3]1=[CH:4][C:5](=[O:8])[NH:6][CH2:7]1.[Na+:26].[O-:22][C:23]([OH:24])=[O:25].[OH2:30].[OH:9][CH2:10][c:11]1[cH:12][cH:13][cH:14][cH:15][cH:16]1>>[CH2:1]([O:2][C:3]1=[CH:4][C:5](=[O:8])[NH:6][CH2:7]1)[c:11]1[cH:12][cH:13][cH:14][cH:15][cH:16]1. The reactants are [H-].C(C(C)C)[Al+]CC(C)C (diisobutylaluminum hydride), COC(=O)C1=CC=C(/C=C/[C@H]2N(CCC2)C(=O)OC(C)(C)C)C=C1 ((S,E)-tert-butyl 2-(4-(methoxycarbonyl)styryl)pyrrolidine-1-carboxylate), resultant solution. Run in ClCCl (dichloromethane). Reaction conditions: temperature -78 celsius. Yields the product OCC1=CC=C(/C=C/[C@H]2N(CCC2)C(=O)OC(C)(C)C)C=C1 ((S,E)-tert-butyl 2-(4-(hydroxymethyl)styryl)pyrrolidine-1-carboxylate). Yield: 98.2%. As a reaction SMILES: C[O:2][C:3]([C:5]1[CH:24]=[CH:23][C:8](/[CH:9]=[CH:10]/[C@@H:11]2[CH2:15][CH2:14][CH2:13][N:12]2[C:16]([O:18][C:19]([CH3:22])([CH3:21])[CH3:20])=[O:17])=[CH:7][CH:6]=1)=O.[H-].C([Al+]CC(C)C)C(C)C>ClCCl>[OH:2][CH2:3][C:5]1[CH:6]=[CH:7][C:8](/[CH:9]=[CH:10]/[C@@H:11]2[CH2:15][CH2:14][CH2:13][N:12]2[C:16]([O:18][C:19]([CH3:20])([CH3:22])[CH3:21])=[O:17])=[CH:23][CH:24]=1 |f:1.2|. Reported procedure: To a solution of the product of Example 149B (1.0 g, 3.02 mmol) dissolved in dichloromethane (20 mL) and cooled to −78° C. was added diisobutylaluminum hydride (1.0M in dichloromethane, 10.56 mL, 10.56 mmol) dropwise and the resultant solution stirred at −78° C. for 10 minutes, the cooling bath was then removed and after the reaction reached room temperature it was maintained at this temperature for an additional 1 hour. The solution had acetone (1 mL) added then EtOAc added to it and the mixtur...